This data is from the Open Reaction Database (ORD), a public repository of structured organic reaction records. The task is: describe an organic reaction: reactants, conditions, products, and yield Reactants: C1CCOC1, CCO, CC(C)(C)OC(=O)c1ccc(C=CCCN2C(=O)c3ccccc3C2=O)cc1. The product is CC(C)(C)OC(=O)c1ccc(CCCCN2C(=O)c3ccccc3C2=O)cc1. RXN SMILES: [CH2:29]1[O:30][CH2:31][CH2:32][CH2:33]1.[CH3:34][CH2:35][OH:36].[O:1]=[C:2]1[N:3]([CH2:12][CH2:13][CH:14]=[CH:15][c:16]2[cH:17][cH:18][c:19]([C:20](=[O:21])[O:22][C:23]([CH3:24])([CH3:25])[CH3:26])[cH:27][cH:28]2)[C:4](=[O:11])[c:5]2[cH:6][cH:7][cH:8][cH:9][c:10]21>>[O:1]=[C:2]1[N:3]([CH2:12][CH2:13][CH2:14][CH2:15][c:16]2[cH:17][cH:18][c:19]([C:20](=[O:21])[O:22][C:23]([CH3:24])([CH3:25])[CH3:26])[cH:27][cH:28]2)[C:4](=[O:11])[c:5]2[cH:6][cH:7][cH:8][cH:9][c:10]21. The reactants are NC1=NC(=CC(=N1)C1CN(CCC1)C(=O)OCC1=CC=CC=C1)O (benzyl 3-(2-amino-6-hydroxypyrimidin-4-yl)piperidine-1-carboxylate), ice water, C(C)(C)N(C(C)C)CC (N,N-diisopropylethylamine), [OH-].[Na+] (sodium hydroxide), P(=O)(Cl)(Cl)Cl (phosphoryl chloride). The reagents and catalysts are [Cl-].C(C1=CC=CC=C1)[N+](CC)(CC)CC (benzyltriethylammonium chloride). Run in C(C)#N (acetonitrile). Reaction conditions: temperature 0 celsius, time 18 hour. The product is NC1=NC(=CC(=N1)C1CN(CCC1)C(=O)OCC1=CC=CC=C1)Cl (Benzyl 3-(2-amino-6-chloropyrimidin-4-yl)piperidine-1-carboxylate). As a reaction SMILES: [NH2:1][C:2]1[N:7]=[C:6]([CH:8]2[CH2:13][CH2:12][CH2:11][N:10]([C:14]([O:16][CH2:17][C:18]3[CH:23]=[CH:22][CH:21]=[CH:20][CH:19]=3)=[O:15])[CH2:9]2)[CH:5]=[C:4](O)[N:3]=1.C(N(CC)C(C)C)(C)C.P(Cl)(Cl)([Cl:36])=O.[OH-].[Na+]>C(#N)C.[Cl-].C([N+](CC)(CC)CC)C1C=CC=CC=1>[NH2:1][C:2]1[N:7]=[C:6]([CH:8]2[CH2:13][CH2:12][CH2:11][N:10]([C:14]([O:16][CH2:17][C:18]3[CH:23]=[CH:22][CH:21]=[CH:20][CH:19]=3)=[O:15])[CH2:9]2)[CH:5]=[C:4]([Cl:36])[N:3]=1 |f:3.4,6.7|. Procedure details: 4.14 g (12.60 mmol) of benzyl 3-(2-amino-6-hydroxypyrimidin-4-yl)piperidine-1-carboxylate (from example LXXI) are suspended in 150 ml of acetonitrile. 3.29 ml (18.91 mmol) of N,N-diisopropylethylamine and 0.57 g (2.52 mmol) of benzyltriethylammonium chloride are added successively. The mixture is cooled to 0° C. At 0° C., 4.7 ml (50.43 mmol) of phosphoryl chloride are then slowly added dropwise. The mixture is stirred at room temperature for 18 hours. For work-up, the reaction solution is cooled...